From a dataset of the Open Reaction Database (ORD), a public repository of structured organic reaction records. describe an organic reaction: reactants, conditions, products, and yield Starting materials: O.[OH-].[Li+] (Lithium hydroxide mono-hydrate), O (water), FC1=C2C(C(=CN(C2=C(C=C1)OCCC)CCSCCC(=O)OC)C1=CC=C(C=C1)OC)=O (methyl 3-{2-[5-fluoro-3-(4-methoxyphenyl)-4-oxo-8-propoxy-4H-quinolin-1-yl]ethylsulfanyl}propionate). Solvent: C(C)#N (acetonitrile). Reaction conditions: time 2 hour. Product: FC1=C2C(C(=CN(C2=C(C=C1)OCCC)CCSCCC(=O)O)C1=CC=C(C=C1)OC)=O (3-{2-[5-fluoro-3-(4-methoxyphenyl)-4-oxo-8-propoxy-4H-quinolin-1-yl]ethylsulfanyl}propionic acid). Yield: 82.3%. Reaction SMILES: O.[OH-].[Li+].O.[F:5][C:6]1[CH:15]=[CH:14][C:13]([O:16][CH2:17][CH2:18][CH3:19])=[C:12]2[C:7]=1[C:8](=[O:37])[C:9]([C:29]1[CH:34]=[CH:33][C:32]([O:35][CH3:36])=[CH:31][CH:30]=1)=[CH:10][N:11]2[CH2:20][CH2:21][S:22][CH2:23][CH2:24][C:25]([O:27]C)=[O:26]>C(#N)C>[F:5][C:6]1[CH:15]=[CH:14][C:13]([O:16][CH2:17][CH2:18][CH3:19])=[C:12]2[C:7]=1[C:8](=[O:37])[C:9]([C:29]1[CH:30]=[CH:31][C:32]([O:35][CH3:36])=[CH:33][CH:34]=1)=[CH:10][N:11]2[CH2:20][CH2:21][S:22][CH2:23][CH2:24][C:25]([OH:27])=[O:26] |f:0.1.2|. Reported procedure: Lithium hydroxide mono-hydrate (31 mg, 0.74 mmol) and water (5 ml) were added to an acetonitrile solution (10 ml) of methyl 3-{2-[5-fluoro-3-(4-methoxyphenyl)-4-oxo-8-propoxy-4H-quinolin-1-yl]ethylsulfanyl}propionate (175 mg, 0.37 mmol), and the mixture was stirred at room temperature for 2 hours. The reaction mixture was washed with ethyl acetate, and then 2N hydrochloric acid was added to the water layer to make the mixture acidic. The generated insoluble matter was separated, washed with wate... The reactants are CC(=O)SCCC(=O)O, O=C([O-])O, CCOC(=O)C(C)NC, [Cl-], Cl, [H-], [Na+], [Na+], C1CCOC1. Yields the product CCOC(=O)C(C)N(C)C(=O)CCSC(C)=O. As a reaction SMILES: [C:14]([CH3:15])(=[O:16])[S:17][CH2:18][CH2:19][C:20](=[O:21])[OH:22].[C:23](=[O:24])([OH:25])[O-:26].[CH2:2]([CH3:3])[O:4][C:5]([CH:6]([NH:7][CH3:8])[CH3:9])=[O:10].[Cl-:13].[ClH:1].[H-:11].[Na+:12].[Na+:27].[O:28]1[CH2:29][CH2:30][CH2:31][CH2:32]1>>[CH2:2]([CH3:3])[O:4][C:5]([CH:6]([N:7]([CH3:8])[C:20]([CH2:19][CH2:18][S:17][C:14]([CH3:15])=[O:16])=[O:21])[CH3:9])=[O:10]. Reactants: Cl.Cl.NC=1C=CC(=NC1N)N1C[C@@H](CCC1)C(=O)N1CCOCC1 ((R)-(1-(5,6-diaminopyridin-2-yl)piperidin-3-yl)(morpholino)methanone dihydrochloride), C1(CC1)C1=NC(=NC=C1)C(OCC)=N (Ethyl 4-cyclopropylpyrimidine-2-carbimidate), Cl.Cl.NC=1C=CC(=NC1N)N1C[C@@H](CCC1)C(=O)N1CCCC1 ((R)-(1-(5,6-diaminopyridin-2-yl)piperidin-3-yl)(pyrrolidin-1-yl)methanone dihydrochloride), NC1=C(C=CC(=N1)N1C[C@@H](CCC1)C(=O)N1CCOCC1)[N+](=O)[O-] ((R)-(1-(6-Amino-5-nitropyridin-2-yl)piperidin-3-yl)(morpholino)methanone). The product is C1(CC1)C1=NC(=NC=C1)C1=NC=2C(=NC(=CC2)N2C[C@@H](CCC2)C(=O)N2CCOCC2)N1 ((R)-(1-(2-(4-Cyclopropylpyrimidin-2-yl)-3H-imidazo[4,5-b]pyridin-5-yl)piperidin-3-yl)(morpholino)methanone). As a reaction SMILES: Cl.Cl.[NH2:3][C:4]1[CH:5]=[CH:6][C:7]([N:11]2[CH2:16][CH2:15][CH2:14][C@@H:13]([C:17]([N:19]3[CH2:24][CH2:23][O:22][CH2:21][CH2:20]3)=[O:18])[CH2:12]2)=[N:8][C:9]=1[NH2:10].Cl.Cl.NC1C=[CH:30][C:31]([N:35]2[CH2:40][CH2:39][CH2:38][C@@H:37]([C:41](N3CCCC3)=O)[CH2:36]2)=[N:32]C=1N.NC1N=C(N2CCC[C@@H](C(N3CCOCC3)=O)C2)C=CC=1[N+]([O-])=O.C1(C2C=CN=C(C(=N)OCC)N=2)CC1>>[CH:37]1([C:38]2[CH:39]=[CH:40][N:35]=[C:31]([C:30]3[NH:10][C:9]4=[N:8][C:7]([N:11]5[CH2:16][CH2:15][CH2:14][C@@H:13]([C:17]([N:19]6[CH2:20][CH2:21][O:22][CH2:23][CH2:24]6)=[O:18])[CH2:12]5)=[CH:6][CH:5]=[C:4]4[N:3]=3)[N:32]=2)[CH2:36][CH2:41]1 |f:0.1.2,3.4.5|. Procedure details: The title compound was prepared by a method analogous to the one used for Example 95, but using (R)-(1-(5,6-diaminopyridin-2-yl)piperidin-3-yl)(morpholino)methanone dihydrochloride (synthesized by hydrogenation analogous to the one used for Intermediate 1, starting from Intermediate 40) and Intermediate 42. MS (ES+APCI) (M+H) 434.2; LCMS retention time 1.996 min (Method G). The reactants are COC(=O)C1=Cc2cc(-c3ccc4c(c3)OCO4)ccc2SCC1, C1CCOC1, CCO, Cl, [Na+], [OH-]. Yields the product O=C(O)C1=Cc2cc(-c3ccc4c(c3)OCO4)ccc2SCC1. Reaction SMILES: [CH2:1]1[O:2][c:3]2[cH:4][c:5](-[c:10]3[cH:11][cH:12][c:13]4[c:14]([cH:24]3)[CH:15]=[C:16]([C:20](=[O:21])[O:22][CH3:23])[CH2:17][CH2:18][S:19]4)[cH:6][cH:7][c:8]2[O:9]1.[CH2:30]1[O:31][CH2:32][CH2:33][CH2:34]1.[CH3:27][CH2:28][OH:29].[ClH:35].[Na+:26].[OH-:25]>>[CH2:1]1[O:2][c:3]2[cH:4][c:5](-[c:10]3[cH:11][cH:12][c:13]4[c:14]([cH:24]3)[CH:15]=[C:16]([C:20](=[O:21])[OH:22])[CH2:17][CH2:18][S:19]4)[cH:6][cH:7][c:8]2[O:9]1. Starting materials: CN(C(C1=CC(=CC=C1)[N+](=O)[O-])=O)C (N,N-Dimethyl-3-nitrobenzamide). The reagents and catalysts are [Pd] (Palladium-Charcoal). Run in C(C)O (ethanol). Yields the product CN(C(C1=CC(=CC=C1)N)=O)C (N,N-Dimethyl-3-aminobenzamide). Yield: 86.3%. As a reaction SMILES: [CH3:1][N:2]([CH3:14])[C:3](=[O:13])[C:4]1[CH:9]=[CH:8][CH:7]=[C:6]([N+:10]([O-])=O)[CH:5]=1>C(O)C.[Pd]>[CH3:1][N:2]([CH3:14])[C:3](=[O:13])[C:4]1[CH:9]=[CH:8][CH:7]=[C:6]([NH2:10])[CH:5]=1. Reported procedure: N,N-Dimethyl-3-nitrobenzamide (D23) (0.94 g, 4.8 mmol) was hydrogenated in ethanol (100 ml) over 10% Palladium-Charcoal (0.25 g) for 1 hour. The catalyst was removed by filtration through Kieselguhr, and the filtrate concentrated in vacuo to afford the title compound as a light brown solid (0.68 g, 87%). Starting materials: C(C)N(CCNC(=O)C1=C(NC(=C1C)C=O)C)CC (N-(2-(diethylamino)ethyl)-5-formyl-2,4-dimethyl-1H-pyrrole-3-carboxamide), FC=1C=C2CC(NC2=CC1)=O (5-fluoroindolin-2-one), C([C@@H](O)[C@H](O)C(=O)O)(=O)O (D-tartaric acid). Solvent: C(C)O (ethanol), N1CCCC1 (pyrrolidine), C(C)O (ethanol). Conditions: time 16 hour. Yields the product CCN(CC)CCNC(=O)C=1C(=C(NC1C)/C=C\2/C=3C=C(C=CC3NC2=O)F)C.C([C@@H](O)[C@H](O)C(=O)[O-])(=O)[O-] (sunitinib D-tartarate). The yield is 66.3%. As a reaction SMILES: [CH2:1]([N:3]([CH2:18][CH3:19])[CH2:4][CH2:5][NH:6][C:7]([C:9]1[C:13]([CH3:14])=[C:12]([CH:15]=O)[NH:11][C:10]=1[CH3:17])=[O:8])[CH3:2].[F:20][C:21]1[CH:22]=[C:23]2[C:27](=[CH:28][CH:29]=1)[NH:26][C:25](=[O:30])[CH2:24]2.[C:31]([OH:40])(=[O:39])[C@H:32]([C@@H:34]([C:36]([OH:38])=[O:37])[OH:35])[OH:33]>C(O)C.N1CCCC1>[CH3:2][CH2:1][N:3]([CH2:4][CH2:5][NH:6][C:7]([C:9]1[C:13]([CH3:14])=[C:12](/[CH:15]=[C:24]2/[C:23]3[CH:22]=[C:21]([F:20])[CH:29]=[CH:28][C:27]=3[NH:26][C:25]/2=[O:30])[NH:11][C:10]=1[CH3:17])=[O:8])[CH2:18][CH3:19].[C:31]([O-:40])(=[O:39])[C@H:32]([C@@H:34]([C:36]([O-:38])=[O:37])[OH:35])[OH:33] |f:5.6|. Reported procedure: To a solution of 6.63 g (25 mmol) N-(2-(diethylamino)ethyl)-5-formyl-2,4-dimethyl-1H-pyrrole-3-carboxamide (I) and 3.78 g (25 mmol) 5-fluoroindolin-2-one (II) in ethanol (400 ml), 0.25 ml of pyrrolidine was added and mixture was refluxed for 5 h. To a boiling reaction mixture, a solution of D-tartaric acid (1.88 g, 12.5 mmol) in ethanol (20 ml) was added and a solution was left to cool to room temperature, with slow (as slow as possible) stirring. The stirring was continued for another 16 hours,...